This data is from the Open Reaction Database (ORD), a public repository of structured organic reaction records. The task is: describe an organic reaction: reactants, conditions, products, and yield The reactants are C([O-])([O-])=O.[K+].[K+] (potassium carbonate), C(C=C)C[SiH](C1=CC=CC=C1)C1=CC=CC=C1 (allylmethyldiphenylsilane), [BH4-].[Na+] (sodium borohydride), O1CCCC1 (tetrahydrofuran), BrBr (bromine), C[O-].[Na+] (sodium methoxide), solution, B(F)(F)F.CCOCC (boron trifluoride etherate), O1CCCC1 (tetrahydrofuran). Run in C1CCCCC1 (cyclohexane), CO (methanol). The product is BrCCC[Si](C1=CC=CC=C1)(C1=CC=CC=C1)C ((3-bromopropyl) methyldiphenylsilane). Isolated yield 49.5%. Reaction SMILES: B(F)(F)F.CCO[CH2:8][CH3:9].C([CH2:13][SiH:14]([C:21]1[CH:26]=[CH:25]C=CC=1)[C:15]1[CH:20]=[CH:19][CH:18]=[CH:17][CH:16]=1)C=C.[BH4-].[Na+].[Br:29]Br.C[O-].[Na+].C(=O)([O-])[O-].[K+].[K+].O1[CH2:44][CH2:43][CH2:42][CH2:41]1>C1CCCCC1.CO>[Br:29][CH2:25][CH2:26][CH2:21][Si:14]([CH3:13])([C:9]1[CH:8]=[CH:44][CH:43]=[CH:42][CH:41]=1)[C:15]1[CH:16]=[CH:17][CH:18]=[CH:19][CH:20]=1 |f:0.1,3.4,6.7,8.9.10|. Reported procedure: To obtain 3-(bromopropyl)methyldiphenylsilane from allylmethyldiphenylsilane, a solution (150 ml) of 29.6 g (208.3 mol) of boron trifluoride etherate in dry tetrahydrofuran was added over a 1 hr period, with stirring, to 350 ml of a tetrahydrofuran solution of 119 g (0.50 mol) of allylmethyldiphenylsilane and 5.94 g (0.156 mol) of sodium borohydride. The reaction mixture was heated at reflux for 2.5 hrs and then 10 ml of methanol was added. Then, 27.3 ml (0.50 mol) of bromine and sodium methoxid... The reactants are BrC1=C(C(=O)Cl)C=CC=C1 (2-Bromobenzoyl chloride), NC1=CC=C2C=C(C=NC2=C1)C(=O)OCC (ethyl 7-aminoquinoline-3-carboxylate), 4-N,N-dimethylaminopyridine, N1=CC=CC=C1 (pyridine). Solvent: C(Cl)(Cl)Cl (chloroform), C(Cl)(Cl)Cl (chloroform). Product: C(C)OC(=O)C=1C=NC2=CC(=CC=C2C1)NC(C1=C(C=CC=C1)Br)=O (7-(2-Bromobenzoylamino)quinoline-3-carboxylic acid ethyl ester). Isolated yield 50.0%. Reaction SMILES: [Br:1][C:2]1[CH:10]=[CH:9][CH:8]=[CH:7][C:3]=1[C:4](Cl)=[O:5].[NH2:11][C:12]1[CH:21]=[C:20]2[C:15]([CH:16]=[C:17]([C:22]([O:24][CH2:25][CH3:26])=[O:23])[CH:18]=[N:19]2)=[CH:14][CH:13]=1.N1C=CC=CC=1>C(Cl)(Cl)Cl>[CH2:25]([O:24][C:22]([C:17]1[CH:18]=[N:19][C:20]2[C:15]([CH:16]=1)=[CH:14][CH:13]=[C:12]([NH:11][C:4](=[O:5])[C:3]1[CH:7]=[CH:8][CH:9]=[CH:10][C:2]=1[Br:1])[CH:21]=2)=[O:23])[CH3:26]. Procedure details: A solution of 2-Bromobenzoyl chloride (5.38 g, 24.5 mmol) in 100 ml chloroform was added dropwise at room temperature to a solution of ethyl 7-aminoquinoline-3-carboxylate (2.65 g, 12.25 mmol), 4-N,N-dimethylaminopyridine (150 mg, 1.23 mmol) and pyridine (3.96 ml, 49 mmol) in 100 ml chloroform. The resulting solution was heated under reflux for 4 hr, then cooled to room temperature. The chloroform solution was then washed sequentially with dilute aqueous hydrochloric acid solution, water and bri... The reactants are CC(C)C[AlH]CC(C)C (DIBAL-H), ClC=1C=C(C=C(C1)Cl)C1=CC=C(C=C1)/C(=C/C(=O)OCC)/C ((E)-ethyl 3-(3′,5′-dichloro-biphenyl-4-yl)-but-2-enoate). Product: ClC=1C=C(C=C(C1)Cl)C1=CC=C(C=C1)/C(=C/CO)/C ((E)-3-(3′,5′-dichloro-biphenyl-4-yl)-but-2-en-1-ol). Reaction SMILES: CC(C[AlH]CC(C)C)C.[Cl:10][C:11]1[CH:12]=[C:13]([C:18]2[CH:23]=[CH:22][C:21](/[C:24](/[CH3:31])=[CH:25]/[C:26](OCC)=[O:27])=[CH:20][CH:19]=2)[CH:14]=[C:15]([Cl:17])[CH:16]=1>>[Cl:10][C:11]1[CH:12]=[C:13]([C:18]2[CH:19]=[CH:20][C:21](/[C:24](/[CH3:31])=[CH:25]/[CH2:26][OH:27])=[CH:22][CH:23]=2)[CH:14]=[C:15]([Cl:17])[CH:16]=1. Reported procedure: The colourless oil (E)-3-(3′,5′-dichloro-biphenyl-4-yl)-but-2-en-1-ol was prepared by DIBAL-H reduction of (E)-ethyl 3-(3′,5′-dichloro-biphenyl-4-yl)-but-2-enoate as described for example 52b. The reactants are OC=1C=CC2=C(N(C(=N2)C=2C=NC=CC2)C2=CC=C(C=C2)F)C1 (6-Hydroxy-1-(4-fluorophenyl)-2-(3-pyridinyl)-1H-benzimidazole), COC(CCCCCBr)=O (6-bromohexanoic acid methyl ester). Product: COC(CCCCCOC=1C=CC2=C(N(C(=N2)C=2C=NC=CC2)C2=CC=C(C=C2)F)C1)=O (6-[[1-(4-Fluorophenyl)-2-(3-pyridinyl)-1H-benzimidazol-6-yl]oxy]hexanoic acid methyl ester). As a reaction SMILES: [OH:1][C:2]1[CH:3]=[CH:4][C:5]2[N:9]=[C:8]([C:10]3[CH:11]=[N:12][CH:13]=[CH:14][CH:15]=3)[N:7]([C:16]3[CH:21]=[CH:20][C:19]([F:22])=[CH:18][CH:17]=3)[C:6]=2[CH:23]=1.[CH3:24][O:25][C:26](=[O:33])[CH2:27][CH2:28][CH2:29][CH2:30][CH2:31]Br>>[CH3:24][O:25][C:26](=[O:33])[CH2:27][CH2:28][CH2:29][CH2:30][CH2:31][O:1][C:2]1[CH:3]=[CH:4][C:5]2[N:9]=[C:8]([C:10]3[CH:11]=[N:12][CH:13]=[CH:14][CH:15]=3)[N:7]([C:16]3[CH:21]=[CH:20][C:19]([F:22])=[CH:18][CH:17]=3)[C:6]=2[CH:23]=1. Procedure details: 6-Hydroxy-1-(4-fluorophenyl)-2-(3-pyridinyl)-1H-benzimidazole was reacted with 6-bromohexanoic acid methyl ester according to general operating instructions 3. Starting materials: ( a ), ClC1=NC=C(C=N1)C(=O)OCC (ethyl 2-chloropyrimidine-5-carboxylate), ( b ), ClC1=NC=C(C=N1)C(=O)OCC (ethyl 2-chloropyrimidine-5-carboxylate), NN (hydrazine), ClC1=NC=C(C=N1)C(=O)Cl (2-chloropyrimidine-5-carbonylchloride), C(C)O (ethanol). The product is title compound, N(N)C1=NC=NC=C1C(=O)OCC (ethyl 4-hydrazinopyrimidine-5-carboxylate). Yield: 44.0%. As a reaction SMILES: ClC1N=CC(C(Cl)=O)=CN=1.C(O)C.Cl[C:15]1[N:20]=[CH:19][C:18]([C:21]([O:23][CH2:24][CH3:25])=[O:22])=[CH:17][N:16]=1.[NH2:26][NH2:27]>>[NH:26]([C:17]1[C:18]([C:21]([O:23][CH2:24][CH3:25])=[O:22])=[CH:19][N:20]=[CH:15][N:16]=1)[NH2:27]. Procedure details: The title compound was prepared by (a) treating 2-chloropyrimidine-5-carbonylchloride (Example 13, 110 mg, 0.62 mmol) with ethanol (200 mg, 4.4 mmol in 1 mL of ethyl acetate) to provide 60% of ethyl 2-chloropyrimidine-5-carboxylate, (b) reaction of ethyl 2-chloropyrimidine-5-carboxylate (70 mg, 0.37 mmol) with hydrazine (100 mg, 3 mmol) to afford 44% of ethyl 4-hydrazinopyrimidine-5-carboxylate as in Example 19, (c) reaction of ethyl 4-hydrazinopyrimidine-5-carboxylate (0.36 g, 2.0 mmol) with ci... Product: O=C(Nc1ccc(C(=O)N2Cc3cccn3Cc3ccccc32)cc1)c1ccccc1-c1ccccc1. Reaction SMILES: [CH2:55]([Cl:56])[Cl:57].[CH:15]([N:16]([CH2:17][CH3:18])[CH:19]([CH3:20])[CH3:21])([CH3:22])[CH3:23].[Mg+2:53].[Mg+2:54].[Si:48]([O-:49])([O-:50])([O-:51])[O-:52].[c:24]1(-[c:42]2[cH:43][cH:44][cH:45][cH:46][cH:47]2)[c:25]([C:30](=[O:31])[NH:32][c:33]2[cH:34][cH:35][c:36]([C:37](=[O:38])[Cl:39])[cH:40][cH:41]2)[cH:26][cH:27][cH:28][cH:29]1.[cH:1]1[cH:2][cH:3][n:4]2[c:5]1[CH2:6][NH:7][c:8]1[c:9]([cH:11][cH:12][cH:13][cH:14]1)[CH2:10]2>>[cH:1]1[cH:2][cH:3][n:4]2[c:5]1[CH2:6][N:7]([C:37]([c:36]1[cH:35][cH:34][c:33]([NH:32][C:30]([c:25]3[c:24](-[c:42]4[cH:43][cH:44][cH:45][cH:46][cH:47]4)[cH:29][cH:28][cH:27][cH:26]3)=[O:31])[cH:41][cH:40]1)=[O:38])[c:8]1[c:9]([cH:11][cH:12][cH:13][cH:14]1)[CH2:10]2. Starting materials: ClCCl, CCN(C(C)C)C(C)C, [Mg+2], [Mg+2], [O-][Si]([O-])([O-])[O-], O=C(Cl)c1ccc(NC(=O)c2ccccc2-c2ccccc2)cc1, c1ccc2c(c1)Cn1cccc1CN2.